From a dataset of the Open Reaction Database (ORD), a public repository of structured organic reaction records. describe an organic reaction: reactants, conditions, products, and yield Starting materials: C(=O)(C(F)(F)F)O (TFA), C(CCOC1CCN2[C@@H]1[C@@H](N(C1=C(C2=O)C=C(C=C1)OC)C(=O)OC(C)(C)C)OC1OCCCC1)OC1CCN2[C@@H]1[C@@H](N(C1=C(C2=O)C=C(C=C1)OC)C(=O)OC(C)(C)C)OC1OCCCC1 (1,1′-[(Propane-1,3-diyl)dioxy]bis[(11S,11aS)-10-(tert-butyloxycarbonyl)-7-methoxy-11-(tetrahydro-pyran-2-yloxy)-1,2,3,10,11,11a-hexahydro-5H-pyrrolo[2,1-c][1,4]benzodiazepine-5-one]), C(=O)(O)[O-].[Na+] (NaHCO3). The solvent is CO.C(Cl)(Cl)Cl (methanol chloroform). Run at time 1 hour. Product: C(CCOC1CCN2[C@H]1C=NC1=C(C2=O)C=C(C=C1)OC)OC1CCN2[C@H]1C=NC1=C(C2=O)C=C(C=C1)OC (1,1′-[(Propane-1,3-diyl)dioxy]bis[(11aS)-7-methoxy-1,2,3,11a-tetrahydro-5H-pyrrolo[2,1-c][1,4]benzodiazepine-5-one]). Yield: 62.5%. As a reaction SMILES: C(O)(C(F)(F)F)=O.[CH2:8]([O:43][CH:44]1[C@H:48]2[C@H:49](OC3CCCCO3)[N:50](C(OC(C)(C)C)=O)[C:51]3[CH:58]=[CH:57][C:56]([O:59][CH3:60])=[CH:55][C:52]=3[C:53](=[O:54])[N:47]2[CH2:46][CH2:45]1)[CH2:9][CH2:10][O:11][CH:12]1[C@H:16]2[C@H:17](OC3CCCCO3)[N:18](C(OC(C)(C)C)=O)[C:19]3[CH:26]=[CH:25][C:24]([O:27][CH3:28])=[CH:23][C:20]=3[C:21](=[O:22])[N:15]2[CH2:14][CH2:13]1.C([O-])(O)=O.[Na+]>CO.C(Cl)(Cl)Cl>[CH2:8]([O:43][CH:44]1[C@@H:48]2[CH:49]=[N:50][C:51]3[CH:58]=[CH:57][C:56]([O:59][CH3:60])=[CH:55][C:52]=3[C:53](=[O:54])[N:47]2[CH2:46][CH2:45]1)[CH2:9][CH2:10][O:11][CH:12]1[C@@H:16]2[CH:17]=[N:18][C:19]3[CH:26]=[CH:25][C:24]([O:27][CH3:28])=[CH:23][C:20]=3[C:21](=[O:22])[N:15]2[CH2:14][CH2:13]1 |f:2.3,4.5|. Reported procedure: 95% TFA (3 mL) was added drop-wise to dimer compound 15a (75 mg, 0.08 mmol) at 0° C. This was then stirred for 1 h and the mixture was poured into saturated NaHCO3 (30 mL) solution to naturalize the reaction mixture. The mixture was extracted with chloroform (3×20 mL). The organic layer was then washed water (20 mL), brine (20 mL) then dried (MgSO4) and filtrated. The excess solvent was removed under reduced pressure to give the crude product, which was subjected to flash column chromatography (... Yields the product Cc1ccc(C=Cc2n[nH]c3cc(C4CC45C(=O)Nc4ccccc45)ccc23)c(C)n1. Reaction SMILES: [Br:24][c:25]1[c:26]([CH3:32])[n:27][c:28]([CH3:31])[cH:29][cH:30]1.[CH:1](=[CH2:2])[c:3]1[n:4][nH:5][c:6]2[cH:7][c:8]([CH:12]3[C:13]4([CH2:14]3)[C:15](=[O:23])[NH:16][c:17]3[cH:18][cH:19][cH:20][cH:21][c:22]34)[cH:9][cH:10][c:11]12.[CH:33]([N:34]([CH2:35][CH3:36])[CH:37]([CH3:38])[CH3:39])([CH3:40])[CH3:41].[O-:48][C:49]([CH3:50])=[O:51].[O-:52][C:53]([CH3:54])=[O:55].[O:42]=[CH:43][N:44]([CH3:45])[CH3:46].[Pd+2:47]>>[CH:1](=[CH:2][c:25]1[c:26]([CH3:32])[n:27][c:28]([CH3:31])[cH:29][cH:30]1)[c:3]1[n:4][nH:5][c:6]2[cH:7][c:8]([CH:12]3[C:13]4([CH2:14]3)[C:15](=[O:23])[NH:16][c:17]3[cH:18][cH:19][cH:20][cH:21][c:22]34)[cH:9][cH:10][c:11]12. Starting materials: Cc1ccc(Br)c(C)n1, C=Cc1n[nH]c2cc(C3CC34C(=O)Nc3ccccc34)ccc12, CCN(C(C)C)C(C)C, CC(=O)[O-], CC(=O)[O-], CN(C)C=O, [Pd+2]. Reactants: Cl (hydrochloric acid), CON(C(=O)C1=CC=C2C(=CN(C2=C1)CC1=CC=C(C=C1)OC)C)C (N-methoxy-1-(4-methoxybenzyl)-3-methyl-N-methyl-1H-indole-6-carboxamide), C1(=CC=CC=C1)[Mg]Cl (phenylmagnesium chloride). The solvent is O1CCCC1 (tetrahydrofuran), O1CCCC1 (tetrahydrofuran). Reaction conditions: temperature 0 celsius, time 2 hour. Yields the product COC1=CC=C(CN2C=C(C3=CC=C(C=C23)C(=O)C2=CC=CC=C2)C)C=C1 ([1-(4-Methoxy-benzyl)-3-methyl-1H-indol-6-yl]-phenyl methanone). Reaction SMILES: CON(C)[C:4]([C:6]1[CH:14]=[C:13]2[C:9]([C:10]([CH3:24])=[CH:11][N:12]2[CH2:15][C:16]2[CH:21]=[CH:20][C:19]([O:22][CH3:23])=[CH:18][CH:17]=2)=[CH:8][CH:7]=1)=[O:5].[C:26]1([Mg]Cl)[CH:31]=[CH:30][CH:29]=[CH:28][CH:27]=1.Cl>O1CCCC1>[CH3:23][O:22][C:19]1[CH:20]=[CH:21][C:16]([CH2:15][N:12]2[C:13]3[C:9](=[CH:8][CH:7]=[C:6]([C:4]([C:26]4[CH:31]=[CH:30][CH:29]=[CH:28][CH:27]=4)=[O:5])[CH:14]=3)[C:10]([CH3:24])=[CH:11]2)=[CH:17][CH:18]=1. Procedure: A stirred solution of N-methoxy-1-(4-methoxybenzyl)-3-methyl-N-methyl-1H-indole-6-carboxamide (2.215 g, Example 25) in tetrahydrofuran (55 ml) was treated with a solution of phenylmagnesium chloride in tetrahydrofuran (9.83 ml, 2M). The solution was stirred at 0° C. for 2 hours then poured into a mixture of ice and 1N hydrochloric acid (10 ml) and then partitioned between ethyl acetate (50 ml) and water (50 ml). The organic layer was dried over sodium sulphate then evaporated. The residue was su... The reactants are CO, Cl, COCCCOC(=O)N1CCc2cc(C(=O)NOC3CCCCO3)ccc2C1. Product: COCCCOC(=O)N1CCc2cc(C(=O)NO)ccc2C1. Reaction SMILES: [CH3:29][OH:30].[ClH:31].[O:1]1[CH2:2][CH2:3][CH2:4][CH2:5][CH:6]1[O:7][NH:8][C:9](=[O:10])[c:11]1[cH:12][c:13]2[c:18]([cH:19][cH:20]1)[CH2:17][N:16]([C:21](=[O:22])[O:23][CH2:24][CH2:25][CH2:26][O:27][CH3:28])[CH2:15][CH2:14]2>>[OH:7][NH:8][C:9](=[O:10])[c:11]1[cH:12][c:13]2[c:18]([cH:19][cH:20]1)[CH2:17][N:16]([C:21](=[O:22])[O:23][CH2:24][CH2:25][CH2:26][O:27][CH3:28])[CH2:15][CH2:14]2. Starting materials: OCC1CCN(CC1)C(=O)OC(C)(C)C (tert-butyl 4-(hydroxymethyl)piperidine-1-carboxylate), ClC1=CC=C(C=N1)O (6-chloropyridin-3-ol), ( M-56 ). Yields the product ClC1=CC=C(C=N1)OCC1CCN(CC1)C(=O)OC(C)(C)C (tert-butyl 4-(((6-chloropyridin-3-yl)oxy)methyl)piperidine-1-carboxylate). As a reaction SMILES: [OH:1][CH2:2][CH:3]1[CH2:8][CH2:7][N:6]([C:9]([O:11][C:12]([CH3:15])([CH3:14])[CH3:13])=[O:10])[CH2:5][CH2:4]1.[Cl:16][C:17]1[N:22]=[CH:21][C:20](O)=[CH:19][CH:18]=1>>[Cl:16][C:17]1[N:22]=[CH:21][C:20]([O:1][CH2:2][CH:3]2[CH2:8][CH2:7][N:6]([C:9]([O:11][C:12]([CH3:15])([CH3:14])[CH3:13])=[O:10])[CH2:5][CH2:4]2)=[CH:19][CH:18]=1. Reported procedure: The title compound was prepared by following the similar procedure as described in Intermediate-6 using tert-butyl 4-(hydroxymethyl)piperidine-1-carboxylate and 6-chloropyridin-3-ol (0.10 g, 54%); MS: 271 (M−56).